Task: describe an organic reaction: reactants, conditions, products, and yield. Dataset: the Open Reaction Database (ORD), a public repository of structured organic reaction records The reactants are C1(=CC=C(C=C1)S(=O)(=O)C[N+]#[C-])C (p-toluenesulfonylmethylisocyanide), CC(C)([O-])C.[K+] (potassium t-butoxide), C(C1=CC=CC=C1)OC1=CC=C(CN2N=C(C(=C2)C=O)C2=CC=C(C=C2)F)C=C1 (1-(4-benzyloxybenzyl)-3-(4-fluorophenyl)-1H-pyrazole-4-carbaldehyde), [Cl-].[NH4+] (ammonium chloride). The solvent is CO (Methanol), C(OC)COC (dimethoxyethane), C(OC)COC (dimethoxyethane), C(OC)COC (dimethoxyethane). Reaction conditions: time 5 minute. The product is C(C1=CC=CC=C1)OC1=CC=C(CN2N=C(C(=C2)CC#N)C2=CC=C(C=C2)F)C=C1 (1-(4-benzyloxybenzyl)-3-(4-fluorophenyl)-1H-pyrazol-4-ylacetonitrile). Isolated yield 75.8%. As a reaction SMILES: C1(C)C=CC(S([CH2:10][N+:11]#[C-])(=O)=O)=CC=1.CC(C)([O-])C.[K+].[CH2:20]([O:27][C:28]1[CH:48]=[CH:47][C:31]([CH2:32][N:33]2[CH:37]=[C:36]([CH:38]=O)[C:35]([C:40]3[CH:45]=[CH:44][C:43]([F:46])=[CH:42][CH:41]=3)=[N:34]2)=[CH:30][CH:29]=1)[C:21]1[CH:26]=[CH:25][CH:24]=[CH:23][CH:22]=1.[Cl-].[NH4+]>C(COC)OC.CO>[CH2:20]([O:27][C:28]1[CH:48]=[CH:47][C:31]([CH2:32][N:33]2[CH:37]=[C:36]([CH2:38][C:10]#[N:11])[C:35]([C:40]3[CH:45]=[CH:44][C:43]([F:46])=[CH:42][CH:41]=3)=[N:34]2)=[CH:30][CH:29]=1)[C:21]1[CH:26]=[CH:25][CH:24]=[CH:23][CH:22]=1 |f:1.2,4.5|. Procedure: A solution of p-toluenesulfonylmethylisocyanide (3.08 g) in dimethoxyethane (15 ml) was added to a mixture of potassium t-butoxide (3.37 g) and dimethoxyethane (15 ml) at −78° C., and the resultant was stirred for 5 minutes. A solution of 1-(4-benzyloxybenzyl)-3-(4-fluorophenyl)-1H-pyrazole-4-carbaldehyde (5.80 g) in dimethoxyethane (30 ml) was added to the mixture. After stirring at the same temperature, the mixture was stirred for 1 hour while raising the temperature. Methanol (45 ml) was adde... Reactants: C(C=C)N (allylamine), [O-]S(=O)(=O)[O-].[Mg+2] (MgSO4), C(C1=CC=CC=C1)OC(=O)NC(C(=O)OC)(C=O)C (methyl 2-benzyloxycarbonylamino-2-methyl-3-oxopropionate). Solvent: C(Cl)Cl (DCM). Run at time 8 hour. The product is C(C=C)NCC(C(=O)OC)(C)NC(=O)OCC1=CC=CC=C1 (Methyl 3-allylamino-2-benzyloxycarbonylamino-2-methylpropionate). Yield: 102.4%. As a reaction SMILES: [CH2:1]([NH2:4])[CH:2]=[CH2:3].[O-]S([O-])(=O)=O.[Mg+2].[CH2:11]([O:18][C:19]([NH:21][C:22]([CH3:29])([CH:27]=O)[C:23]([O:25][CH3:26])=[O:24])=[O:20])[C:12]1[CH:17]=[CH:16][CH:15]=[CH:14][CH:13]=1>C(Cl)Cl>[CH2:1]([NH:4][CH2:29][C:22]([NH:21][C:19]([O:18][CH2:11][C:12]1[CH:17]=[CH:16][CH:15]=[CH:14][CH:13]=1)=[O:20])([CH3:27])[C:23]([O:25][CH3:26])=[O:24])[CH:2]=[CH2:3] |f:1.2|. Procedure: 1.237 ml (16.5 mmol) of allylamine and 0.9 g (7.48 mmol) of MgSO4 are added to a solution of 0.874 g (3.3 mmol) of methyl 2-benzyloxycarbonylamino-2-methyl-3-oxopropionate in 15 ml of DCM. The mixture is stirred at room temperature overnight. The reaction mixture was then filtered and concentrated in vacuo. 50 ml of anhydrous MeOH, 6 ml of NaCNBH3 (1.0M in THF) and 1.8 ml of acetic acid are added to the crude product. This mixture is stirred at RT for 2 h. The reaction solution is concentrated i... Reactants: CC=1C(=C(C=C(C1)C(CC)=O)CC(=O)O)O (methyl 5-propanoyl-2-hydroxy-benzeneacetic acid), C(C1=CC=CC=C1)=O (benzaldehyde), C(C)O (ethanol), Cl (hydrogen chloride). The solvent is O (water), CCOCC (ether). Yields the product CC(C(=O)C=1C=CC(=C(C1)CC(=O)O)O)=CC1=CC=CC=C1 (5-(2-Methyl-1-oxo-3-phenyl-2-propenyl)-2-hydroxybenzeneacetic acid). Reaction SMILES: C[C:2]1[C:3]([OH:16])=[C:4]([CH2:12][C:13]([OH:15])=[O:14])[CH:5]=[C:6]([C:8](=[O:11])[CH2:9][CH3:10])[CH:7]=1.C(=O)[C:18]1[CH:23]=[CH:22][CH:21]=[CH:20][CH:19]=1.[CH2:25](O)C.Cl>O.CCOCC>[CH3:25][C:9](=[CH:10][C:18]1[CH:23]=[CH:22][CH:21]=[CH:20][CH:19]=1)[C:8]([C:6]1[CH:7]=[CH:2][C:3]([OH:16])=[C:4]([CH2:12][C:13]([OH:15])=[O:14])[CH:5]=1)=[O:11]. Procedure: 11 g of methyl 5-propanoyl-2-hydroxy-benzeneacetic acid, 10,6 g of benzaldehyde, 150 ml of ethanol and 50 ml of ether saturated with hydrogen chloride are refluxed for 5 days. The solution is poured on to water and extracted with ethyl acetate. The ethyl acetate is evaporated and the residue is hydrolyzed in sodium hydroxide solution. The pH is adjusted to 7 and the solution is washed with ethyl acetate. The aqueous phase is acidified with hydrochloric acid and extracted with ethyl acetate. The ... Starting materials: C(CCCCC=C)(=O)OC (methyl hept-6-enoate), C(C)(C)(C)S(=O)N=CCCCCC(=O)OCC (ethyl 6-((tert-butylsulfinyl)imino)hexanoate). Product: C(C)(C)(C)S(=O)N=CCCCCC(=O)OC (methyl 6-((tert-butylsulfinyl)imino)hexanoate). As a reaction SMILES: C(OC)(=O)CCCCC=C.[C:11]([S:15]([N:17]=[CH:18][CH2:19][CH2:20][CH2:21][CH2:22][C:23]([O:25][CH2:26]C)=[O:24])=[O:16])([CH3:14])([CH3:13])[CH3:12]>>[C:11]([S:15]([N:17]=[CH:18][CH2:19][CH2:20][CH2:21][CH2:22][C:23]([O:25][CH3:26])=[O:24])=[O:16])([CH3:14])([CH3:13])[CH3:12]. Procedure: Methyl 6-((tert-butylsulfinyl)imino)hexanoate was prepared from methyl hept-6-enoate according to the procedure described for ethyl 6-((tert-butylsulfinyl)imino)hexanoate. Purification by FC (DCM/MeOH=25/1) afforded methyl 6-((tert-butylsulfinyl)imino)hexanoate as a yellow oil. LC-MS (conditions D): tR=0.87 min.; [M+H]+: 248.17 g/mol.